The task is: describe an organic reaction: reactants, conditions, products, and yield. This data is from the Open Reaction Database (ORD), a public repository of structured organic reaction records. Starting materials: COC1CC(C(=O)O)N(C(=O)OCc2ccccc2)C1, CCOCC, C[Si](C)(C)C=[N+]=[N-], CO. The product is COC(=O)C1CC(OC)CN1C(=O)OCc1ccccc1. Reaction SMILES: [CH2:1]([c:2]1[cH:3][cH:4][cH:5][cH:6][cH:7]1)[O:8][C:9](=[O:10])[N:11]1[CH:12]([C:18](=[O:19])[OH:20])[CH2:13][CH:14]([O:16][CH3:17])[CH2:15]1.[CH3:21][CH2:22][O:23][CH2:24][CH3:25].[CH3:26][Si:27]([CH:28]=[N+:29]=[N-:30])([CH3:31])[CH3:32].[CH3:33][OH:34]>>[CH2:1]([c:2]1[cH:3][cH:4][cH:5][cH:6][cH:7]1)[O:8][C:9](=[O:10])[N:11]1[CH:12]([C:18](=[O:19])[O:20][CH3:21])[CH2:13][CH:14]([O:16][CH3:17])[CH2:15]1. Reactants: FC1=CC=CC(=N1)C1=NN(C2=CN=C(C=C21)C=2C=NC=CC2)C2OCCCC2 (3-(6-Fluoropyridin-2-yl)-5-(pyridin-3-yl)-1-(tetrahydro-2H-pyran-2-yl)-1H-pyrazolo[3,4-c]pyridine), N1CCC(CC1)C1CCNCC1 (4,4′-bipiperidine). The product is N1(CCC(CC1)C1CCNCC1)C1=CC=CC(=N1)C1=NNC2=CN=C(C=C21)C=2C=NC=CC2 (3-(6-(4,4′-bipiperidin-1-yl)pyridin-2-yl)-5-(pyridin-3-yl)-1H-pyrazolo[3,4-c]pyridine). RXN SMILES: F[C:2]1[N:7]=[C:6]([C:8]2[C:16]3[C:11](=[CH:12][N:13]=[C:14]([C:17]4[CH:18]=[N:19][CH:20]=[CH:21][CH:22]=4)[CH:15]=3)[N:10](C3CCCCO3)[N:9]=2)[CH:5]=[CH:4][CH:3]=1.[NH:29]1[CH2:34][CH2:33][CH:32]([CH:35]2[CH2:40][CH2:39][NH:38][CH2:37][CH2:36]2)[CH2:31][CH2:30]1>>[N:29]1([C:2]2[N:7]=[C:6]([C:8]3[C:16]4[C:11](=[CH:12][N:13]=[C:14]([C:17]5[CH:18]=[N:19][CH:20]=[CH:21][CH:22]=5)[CH:15]=4)[NH:10][N:9]=3)[CH:5]=[CH:4][CH:3]=2)[CH2:34][CH2:33][CH:32]([CH:35]2[CH2:40][CH2:39][NH:38][CH2:37][CH2:36]2)[CH2:31][CH2:30]1. Procedure details: Following the procedures of Example 143, and starting with 3-(6-Fluoropyridin-2-yl)-5-(pyridin-3-yl)-1-(tetrahydro-2H-pyran-2-yl)-1H-pyrazolo[3,4-c]pyridine and 4,4′-bipiperidine, 273 was obtained and purified via reverse phase HPLC using a gradient of MeCN in water with 0.1% HCOOH to afford 25 mg (20%) over two steps. ESI MS m/z 440.2 (M+1). 1H NMR (400 MHz, DMSO): 9.23 (s, 1H), 8.97 (s, 1H), 8.61 (s, 1H), 8.39 (s, 1H), 7.67 (t, J=7.9 Hz, 1H), 7.55 (s, 1H), 7.46 (d, J=7.3 Hz, 1H), 6.89 (d, J=8....